From a dataset of the Open Reaction Database (ORD), a public repository of structured organic reaction records. describe an organic reaction: reactants, conditions, products, and yield The reactants are CC(C)(C)OC(=O)N1CCC(CC1)C1=C(C=C(C=C1)N1C(O[C@H](C1)COS(=O)(=O)C)=O)F ((R)-(-)-4-[4-[5-[[(methylsulfonyl)oxy]methyl]-2-oxo-3-oxazolidinyl]-2- fluorophenyl]-1-piperidinecarboxylic acid 1,1-dimethylethyl ester), [N-]=[N+]=[N-].[Na+] (sodium azide), C(C)(=O)OCC (ethyl acetate). Solvent: CN(C=O)C (dimethylformamide). Reaction conditions: temperature 60 celsius, time 16 hour. The product is O=C1O[C@H](CN1C1=CC(=C(C=C1)C1CCNCC1)F)CNC(C)=O ((S)-(-)-N-[[2-Oxo-3-[4-(4-piperidinyl)-3-fluorophenyl]-5-oxazolidinyl]methyl]acetamide). As a reaction SMILES: CC(OC([N:8]1[CH2:13][CH2:12][CH:11]([C:14]2[CH:19]=[CH:18][C:17]([N:20]3[CH2:24][C@H:23]([CH2:25]OS(C)(=O)=O)[O:22][C:21]3=[O:31])=[CH:16][C:15]=2[F:32])[CH2:10][CH2:9]1)=O)(C)C.[N-:33]=[N+]=[N-].[Na+].[C:37]([O:40]CC)(=O)[CH3:38]>CN(C)C=O>[O:31]=[C:21]1[N:20]([C:17]2[CH:18]=[CH:19][C:14]([CH:11]3[CH2:12][CH2:13][NH:8][CH2:9][CH2:10]3)=[C:15]([F:32])[CH:16]=2)[CH2:24][C@H:23]([CH2:25][NH:33][C:37](=[O:40])[CH3:38])[O:22]1 |f:1.2|. Procedure details: A mixture of (R)-(-)-4-[4-[5-[[(methylsulfonyl)oxy]methyl]-2-oxo-3-oxazolidinyl]-2- fluorophenyl]-1-piperidinecarboxylic acid 1,1-dimethylethyl ester (EXAMPLE 20, Step 6, 13.83 g) and sodium azide (7.62 g) in dry dimethylformamide (117 mL) under N2 is stirred at 60° C. for five hours and at ambient temperature for 16 hours. The mixture is then diluted with ethyl acetate (200 mL), washed with water (8×100 mL) and saline (100 mL), dried over anhydrous magnesium sulfate and concentrated under reduc... Starting materials: C(C)OC(=O)C1(SC2=C(NC1=O)C=CC=C2)C (Ethyl-2-methyl-3,4-dihydro-3-oxo-2H-1,4-benzothiazine-2-carboxylate), [OH-].[Na+] (NaOH). Solvent: O1CCOCC1 (dioxan). Yields the product CC1(SC2=C(NC1=O)C=CC=C2)C(=O)O (2-Methyl-3,4-dihydro-3-oxo-2H-1,4-benzothiazine-2-carboxylic acid). Isolated yield 104.8%. Reaction SMILES: C([O:3][C:4]([C:6]1([CH3:17])[C:11](=[O:12])[NH:10][C:9]2[CH:13]=[CH:14][CH:15]=[CH:16][C:8]=2[S:7]1)=[O:5])C.[OH-].[Na+]>O1CCOCC1>[CH3:17][C:6]1([C:4]([OH:5])=[O:3])[C:11](=[O:12])[NH:10][C:9]2[CH:13]=[CH:14][CH:15]=[CH:16][C:8]=2[S:7]1 |f:1.2|. Procedure: Ethyl-2-methyl-3,4-dihydro-3-oxo-2H-1,4-benzothiazine-2-carboxylate (0.251 g, 1 mmole) and 1N NaOH (2.2 ml, 2.2 mmoles) were stirred in dioxan (5 ml) for 48 hours at room temperature. The solvent was evaporated, water (5 ml) was added to the residue and it was acidified with 20% HCl to pH=2. The crystals which separated were filtered off by suction and recrystallized from absolute ethanol. Thus there were obtained 0.234 g (98.0%) of the title product in the form of white crystals, m.p. 164-°165°... Reported procedure: Oxalyl dichloride (5.6 g, 0.044 mol) is added dropwise at 0-10° C. to an ice-cold solution of 7-(4-chlorophenyl)-6-phenyl-2,3-dihydro-1H-pyrrolizine (9.2 g, 0.031 mol) in THF (100 ml). After addition is complete, the mixture is stirred for 15 min and the excess of acid chloride is then cautiously decomposed (gas and foam formation!) with ice water (12 ml). Hydrazine (18 ml, 80%, about 0.3 mol) is added dropwise, the mixture is stirred for 30 min and diethylene glycol (36 ml) is poured in. THF an... Reactants: acid chloride, NN (hydrazine), [OH-].[K+] (potassium hydroxide), C(C(=O)Cl)(=O)Cl (Oxalyl dichloride), ice, ClC1=CC=C(C=C1)C=1C(=CN2CCCC12)C1=CC=CC=C1 (7-(4-chlorophenyl)-6-phenyl-2,3-dihydro-1H-pyrrolizine), ice water, NN (Hydrazine). Run in C(COCCO)O (diethylene glycol), O (water), C1CCOC1 (THF). Run at temperature 60 celsius, time 15 minute. RXN SMILES: [C:1](Cl)(=[O:5])[C:2](Cl)=O.[Cl:7][C:8]1[CH:13]=[CH:12][C:11]([C:14]2[C:15]([C:22]3[CH:27]=[CH:26][CH:25]=[CH:24][CH:23]=3)=[CH:16][N:17]3[C:21]=2[CH2:20][CH2:19][CH2:18]3)=[CH:10][CH:9]=1.NN.[OH-:30].[K+]>C1COCC1.O.C(O)COCCO>[Cl:7][C:8]1[CH:9]=[CH:10][C:11]([C:14]2[C:15]([C:22]3[CH:23]=[CH:24][CH:25]=[CH:26][CH:27]=3)=[C:16]([CH2:2][C:1]([OH:5])=[O:30])[N:17]3[C:21]=2[CH2:20][CH2:19][CH2:18]3)=[CH:12][CH:13]=1 |f:3.4|. Product: ClC1=CC=C(C=C1)C=1C(=C(N2CCCC12)CC(=O)O)C1=CC=CC=C1 (2-[1-(4-Chlorophenyl)-2-phenyl-6,7-dihydro-5H-pyrrolizin-3-yl]acetic acid).